Dataset: the Open Reaction Database (ORD), a public repository of structured organic reaction records. Task: describe an organic reaction: reactants, conditions, products, and yield Starting materials: CCOCC, O=[N+]([O-])c1ccccc1CCN1CCN(c2ccccc2)CC1. Product: Nc1ccccc1CCN1CCN(c2ccccc2)CC1. As a reaction SMILES: [CH2:24]([O:25][CH2:26][CH3:27])[CH3:28].[c:1]1([N:7]2[CH2:8][CH2:9][N:10]([CH2:13][CH2:14][c:15]3[c:16]([N+:21]([O-:22])=[O:23])[cH:17][cH:18][cH:19][cH:20]3)[CH2:11][CH2:12]2)[cH:2][cH:3][cH:4][cH:5][cH:6]1>>[c:1]1([N:7]2[CH2:8][CH2:9][N:10]([CH2:13][CH2:14][c:15]3[c:16]([NH2:21])[cH:17][cH:18][cH:19][cH:20]3)[CH2:11][CH2:12]2)[cH:2][cH:3][cH:4][cH:5][cH:6]1. RXN SMILES: [CH:1]([NH:4][CH:5]([CH3:7])[CH3:6])([CH3:3])[CH3:2].C1(S(O[CH2:18][CH:19]([CH3:21])[CH3:20])(=O)=O)C=CC=CC=1.[OH-].[K+]>>[CH:1]([N:4]([CH2:18][CH:19]([CH3:21])[CH3:20])[CH:5]([CH3:7])[CH3:6])([CH3:3])[CH3:2] |f:2.3|. Conditions: time 72 hour. The reactants are C(C)(C)NC(C)C (diisopropylamine), C1(=CC=CC=C1)S(=O)(=O)OCC(C)C (isobutyl phenylsulfonate), [OH-].[K+] (potassium hydroxide). Procedure details: A mixture of diisopropylamine (20.24 g, 0.2 mol) and isobutyl phenylsulfonate (29.83 g, 0.1 mol) was refluxed with stirring for 72 hours. Aqueous 5M potassium hydroxide (30 ml, 0.15 mol) was added. The organic phase was separated and the aqueous phase was extracted with n-pentane (50 ml). The organic solutions were combined, dried over anhydrous magnesium sulfate and the produce was isolated by distillation to yield 10.70 g, 68% of the title product, bp 75-77° C./45 mm Hg. 1H NMR CDCl3 δ ppm, 0.... Yield: 68.0%. Yields the product C(C)(C)N(C(C)C)CC(C)C (N,N-Diisopropylisobutylamine). The reactants are BrCC(=O)OC(C)(C)C (tert-butyl bromoacetate), BrCC(=O)OC(C)(C)C (tert-butyl bromoacetate), C(=O)([O-])[O-].[Na+].[Na+] (Na2CO3), CC(C)(C)OC([C@@H](N)[C@@H](C)CC)=O (L-isoleucine 1,1-dimethylethylester), BrCCO[Si](C)(C)C(C)(C)C ((2-Bromoethoxy)-(1,1-dimethylethyl)dimethylsilane), C(=O)([O-])[O-].[Na+].[Na+] (Na2CO3). Run in O (water), CN1CCCN(C1=O)C (DMPU). Conditions: temperature 90 celsius, time 2 hour. Yields the product CC(C)(C)OC([C@@H](N(CCO[Si](C)(C)C(C)(C)C)CC(=O)OC(C)(C)C)[C@@H](C)CC)=O (N-[2-(1,1-Dimethylethoxy)-2-oxoethyl]-N-[2-[[(1,1-dimethylethyl) dimethylsilyl]oxy]ethyl]-L-isoleucine 1,1-dimethylethyl ester). The yield is 75.0%. RXN SMILES: [CH3:1][C:2]([O:5][C:6](=[O:13])[C@H:7]([C@H:9]([CH2:11][CH3:12])[CH3:10])[NH2:8])([CH3:4])[CH3:3].Br[CH2:15][CH2:16][O:17][Si:18]([C:21]([CH3:24])([CH3:23])[CH3:22])([CH3:20])[CH3:19].C([O-])([O-])=O.[Na+].[Na+].Br[CH2:32][C:33]([O:35][C:36]([CH3:39])([CH3:38])[CH3:37])=[O:34]>CN1C(=O)N(C)CCC1.O>[CH3:4][C:2]([O:5][C:6](=[O:13])[C@H:7]([C@H:9]([CH2:11][CH3:12])[CH3:10])[N:8]([CH2:32][C:33]([O:35][C:36]([CH3:39])([CH3:38])[CH3:37])=[O:34])[CH2:15][CH2:16][O:17][Si:18]([C:21]([CH3:24])([CH3:23])[CH3:22])([CH3:20])[CH3:19])([CH3:3])[CH3:1] |f:2.3.4|. Reported procedure: L-isoleucine 1,1-dimethylethylester (23.00 g; 122.8 mmol), (2-Bromoethoxy)-(1,1-dimethylethyl)dimethylsilane (30.26 g, 126.5 mmol) and Na2CO3 (26.18 g; 247.0 mmol) were stirred in DMPU (Aldrich art. 25,156-9) (300 mL) at 90° C. for 20 h. The intermediate product was not isolated, but after cooling the mixture to roughly 40° C., tert-butyl bromoacetate (commercial product) (19.0 mL; 130 mmol) and further Na2CO3 (27.00 g; 254.7 mmol) were added, then heating at 90° C. was restored. More tert-butyl...